From a dataset of the Open Reaction Database (ORD), a public repository of structured organic reaction records. describe an organic reaction: reactants, conditions, products, and yield The reactants are Cl.COC1=CC2=C(C=C(O2)C=2NC=CN2)C=C1 (2-(6-methoxybenzofuran-2-yl) imidazole hydrochloride), C(C)Br (ethyl bromide). The product is Cl.C(C)N1C(=NC=C1)C=1OC2=C(C1)C=CC(=C2)OC (1-ethyl-2-(6-methoxybenzofuran-2-yl)imidazole hydrochloride). Reaction SMILES: [ClH:1].[CH3:2][O:3][C:4]1[CH:17]=[CH:16][C:7]2[CH:8]=[C:9]([C:11]3[NH:12][CH:13]=[CH:14][N:15]=3)[O:10][C:6]=2[CH:5]=1.[CH2:18](Br)[CH3:19]>>[ClH:1].[CH2:18]([N:12]1[CH:13]=[CH:14][N:15]=[C:11]1[C:9]1[O:10][C:6]2[CH:5]=[C:4]([O:3][CH3:2])[CH:17]=[CH:16][C:7]=2[CH:8]=1)[CH3:19] |f:0.1,3.4|. Procedure: This was prepared from 2-(6-methoxybenzofuran-2-yl) imidazole hydrochloride and ethyl bromide according to the procedure of example 2; m.p.=259°-261 ° C. Starting materials: C(CCC)OC1=CC(=C(C(=O)OC(C)(C)C)C=C1Cl)F (tert-butyl 4-butoxy-5-chloro-2-fluorobenzoate), C1(CC1)B(O)O (cyclopropylboronic acid), P(=O)([O-])([O-])[O-].[K+].[K+].[K+] (potassium phosphate), F[B-](F)(F)F.C1(CCCCC1)P(C1CCCCC1)C1CCCCC1 (tricyclohexylphosphine tetrafluoroborate). Reagents/catalysts: C(C)(=O)[O-].[Pd+2].C(C)(=O)[O-] (palladium acetate). The solvent is O (Water), C1(=CC=CC=C1)C (toluene), O (water). Reaction conditions: temperature 130 celsius. The product is C(CCC)OC1=CC(=C(C(=O)OC(C)(C)C)C=C1C1CC1)F (tert-butyl 4-butoxy-5-cyclopropyl-2-fluorobenzoate). Yield: 64.0%. As a reaction SMILES: [CH2:1]([O:5][C:6]1[C:18](Cl)=[CH:17][C:9]([C:10]([O:12][C:13]([CH3:16])([CH3:15])[CH3:14])=[O:11])=[C:8]([F:20])[CH:7]=1)[CH2:2][CH2:3][CH3:4].[CH:21]1(B(O)O)[CH2:23][CH2:22]1.P([O-])([O-])([O-])=O.[K+].[K+].[K+].F[B-](F)(F)F.C1(P(C2CCCCC2)C2CCCCC2)CCCCC1>C1(C)C=CC=CC=1.O.C([O-])(=O)C.[Pd+2].C([O-])(=O)C>[CH2:1]([O:5][C:6]1[C:18]([CH:21]2[CH2:23][CH2:22]2)=[CH:17][C:9]([C:10]([O:12][C:13]([CH3:16])([CH3:15])[CH3:14])=[O:11])=[C:8]([F:20])[CH:7]=1)[CH2:2][CH2:3][CH3:4] |f:2.3.4.5,6.7,10.11.12|. Procedure details: To a solution of tert-butyl 4-butoxy-5-chloro-2-fluorobenzoate (0.23 g, 0.76 mmol), cyclopropylboronic acid (0.10 g, 1.14 mmol), potassium phosphate (0.64 g, 3.10 mmol) and tricyclohexylphosphine tetrafluoroborate (0.05 g, 0.15 mmol) in toluene (3 mL) and water (0.3 mL) under a nitrogen atmosphere was added palladium acetate (0.005 g, 0.076 mmol). The reaction mixture was heated at 130° C. for 30 minutes in the microwave then cooled to ambient temperature. Water (20 mL) was added and the mixture... Reactants: CN1N=NN=C1SC1=C/C(/C2=CC=CC=C2C1=O)=N\S(=O)(=O)C1=CC=C(C=C1)C1=CC=CC=C1 ((E)-N-(3-(1-methyl-1H-tetrazol-5-ylthio)-4-oxonaphthalen-1(4H)-ylidene)biphenyl-4-sulfonamide), ClC=1C=C(C=CC1Cl)S(=O)(=O)/N=C/1\C=C(C(C2=CC=CC=C12)=O)Cl ((E)-3,4-dichloro-N-(3-chloro-4-oxonaphthalen-1(4H)-ylidene)benzenesulfonamide). The product is ClC=1C=C(C=CC1Cl)S(=O)(=O)/N=C/1\C=C(C(C2=CC=CC=C12)=O)SC1=NN=NN1C ((E)-3,4-dichloro-N-(3-(1-methyl-1H-tetrazol-5-ylthio)-4-oxonaphthalen-1(4H)-ylidene)benzenesulfonamide), CN1N=NN=C1SC1=C/C(/C2=CC=CC=C2C1=O)=N\S(=O)(=O)C1=CC=C(C=C1)C1=CC=CC=C1 ((E)-N-(3-(1-methyl-1H-tetrazol-5-ylthio)-4-oxonaphthalen-1(4H)-ylidene)biphenyl-4-sulfonamide). Isolated yield 98.5%. Reaction SMILES: [CH3:1][N:2]1[C:6]([S:7][C:8]2[C:17](=[O:18])[C:16]3[C:11](=[CH:12][CH:13]=[CH:14][CH:15]=3)/[C:10](=[N:19]/[S:20]([C:23]3[CH:28]=[CH:27][C:26]([C:29]4[CH:34]=[CH:33][CH:32]=[CH:31][CH:30]=4)=[CH:25][CH:24]=3)(=[O:22])=[O:21])/[CH:9]=2)=[N:5][N:4]=[N:3]1.[Cl:35][C:36]1[CH:37]=[C:38]([S:43](/[N:46]=[C:47]2\[CH:48]=[C:49](Cl)[C:50](=[O:57])[C:51]3[C:56]\2=[CH:55][CH:54]=[CH:53][CH:52]=3)(=[O:45])=[O:44])[CH:39]=[CH:40][C:41]=1[Cl:42]>>[Cl:35][C:36]1[CH:37]=[C:38]([S:43](/[N:46]=[C:47]2\[CH:48]=[C:49]([S:7][C:6]3[N:2]([CH3:1])[N:3]=[N:4][N:5]=3)[C:50](=[O:57])[C:51]3[C:56]\2=[CH:55][CH:54]=[CH:53][CH:52]=3)(=[O:45])=[O:44])[CH:39]=[CH:40][C:41]=1[Cl:42].[CH3:1][N:2]1[C:6]([S:7][C:8]2[C:17](=[O:18])[C:16]3[C:11](=[CH:12][CH:13]=[CH:14][CH:15]=3)/[C:10](=[N:19]/[S:20]([C:23]3[CH:28]=[CH:27][C:26]([C:29]4[CH:34]=[CH:33][CH:32]=[CH:31][CH:30]=4)=[CH:25][CH:24]=3)(=[O:21])=[O:22])/[CH:9]=2)=[N:5][N:4]=[N:3]1. Procedure: (E)-3,4-dichloro-N-(3-(1-methyl-1H-tetrazol-5-ylthio)-4-oxonaphthalen-1(4H)-ylidene)benzenesulfonamide (13z) was prepared according to the procedure for 13x except using 12g, affording 94.7 mg (98.5%) title compound as a yellow solid. Reactants: N([C@@H](CCCCNC(=O)OCC1=CC=CC=C1)C(=O)O)C(=O)OC(C)(C)C (BOC-L-Lys(Z)), NC1=CC=C(C(C(=O)O)=C1)O (5-aminosalicylic acid), CN(C)C=O (DMF). The solvent is C1CCOC1 (THF). Conditions: time 18 hour. The product is CCOCC.C(C)(C)OC(C)C (ether isopropyl ether), N([C@@H](CCCCNC(=O)OCC1=CC=CC=C1)C(=O)O)C(=O)OC(C)(C)C (BOC-L-Lys(Z)). Isolated yield 33.4%. RXN SMILES: [NH:1]([C:21]([O:23][C:24]([CH3:27])([CH3:26])[CH3:25])=[O:22])[C@H:2]([C:18]([OH:20])=[O:19])[CH2:3][CH2:4][CH2:5][CH2:6][NH:7][C:8]([O:10][CH2:11][C:12]1[CH:17]=[CH:16][CH:15]=[CH:14][CH:13]=1)=[O:9].N[C:29]1C=[C:33](C(O)=O)[C:32]([OH:38])=[CH:31]C=1.CN(C=O)C>C1COCC1>[CH3:29][CH2:21][O:23][CH2:24][CH3:27].[CH:2]([O:38][CH:32]([CH3:31])[CH3:33])([CH3:18])[CH3:3].[NH:1]([C:21]([O:23][C:24]([CH3:27])([CH3:26])[CH3:25])=[O:22])[C@H:2]([C:18]([OH:20])=[O:19])[CH2:3][CH2:4][CH2:5][CH2:6][NH:7][C:8]([O:10][CH2:11][C:12]1[CH:17]=[CH:16][CH:15]=[CH:14][CH:13]=1)=[O:9] |f:4.5|. Procedure details: 70.4 g (0.14 mole) of BOC-L-Lys(Z)-SDP (m.w. 502.6) was dissolved in 200 ml of THF, which was then added dropwise to a solution of 21.4 g (0.14 mole) of 5-aminosalicylic acid (m.w. 153.14) in 187 ml of 1.5N NEM/DMF solution at 0°-5° C., and the reaction was effected at normal temperature for 18 hours, after which the reaction mixture was concentrated to 100-200 ml, 1600 ml of ether/ethyl acetate (50 v/50 v) was added, the mixture was washed with 1000 ml of cold 5% HCl three times and then with 1... The reactants are COC(C(C1=CC(=C(C=C1)Cl)Cl)=[N+]=[N-])=O (diazo-(3,4-dichloro-phenyl)-acetic acid methyl ester), ClCCl (dichloromethane), C1(CCCC1)O (cyclopentanol). The reagents and catalysts are CC(=O)O.CC(=O)O.CC(=O)O.CC(=O)O.[Rh].[Rh] (rhodium (II) acetate dimer). Solvent: O (water). Conditions: temperature 25 celsius, time 1 hour. The product is COC(C(C1=CC(=C(C=C1)Cl)Cl)OC1CCCC1)=O (rac-cyclopentyloxy-(3,4-dichloro-phenyl)-acetic acid methyl ester). Isolated yield 64.3%. Reaction SMILES: [CH3:1][O:2][C:3](=[O:15])[C:4](=[N+]=[N-])[C:5]1[CH:10]=[CH:9][C:8]([Cl:11])=[C:7]([Cl:12])[CH:6]=1.ClCCl.[CH:19]1([OH:24])[CH2:23][CH2:22][CH2:21][CH2:20]1>CC(O)=O.CC(O)=O.CC(O)=O.CC(O)=O.[Rh].[Rh].O>[CH3:1][O:2][C:3](=[O:15])[CH:4]([O:24][CH:19]1[CH2:23][CH2:22][CH2:21][CH2:20]1)[C:5]1[CH:10]=[CH:9][C:8]([Cl:11])=[C:7]([Cl:12])[CH:6]=1 |f:3.4.5.6.7.8|. Procedure details: In a dry flask under argon was placed diazo-(3,4-dichloro-phenyl)-acetic acid methyl ester (350 mg 1.4 mmol) to which was added dichloromethane (10 mL) and cyclopentanol (0.25 mL, 2.8 mmol). The solution was stirred at 25° C. and as rhodium (II) acetate dimer (13 mg, 0.028 mmol) was added, the immediate evolution of gas was noted and the color changed from bright yellow to an aquagreen color. After the solution was stirred at 25° C. for 1 h, it was then poured into water and the layers were sepa... Reactants: N#CBr (cyanogen bromide), C(=O)([O-])[O-].[Na+].[Na+] (Na2CO3), CCOCC (ether), CN (methylamine). Reaction conditions: time 1.5 hour. Yields the product O1[C@H](CCC1)CNC#N ((R)-N-((tetrahydrofuran-2-yl)methyl)cyanamide). As a reaction SMILES: [N:1]#[C:2]Br.C([O-])([O-])=O.[Na+].[Na+].[CH3:10][NH2:11].[CH3:12][CH2:13][O:14][CH2:15][CH3:16]>>[O:14]1[CH2:15][CH2:16][CH2:12][C@@H:13]1[CH2:10][NH:11][C:2]#[N:1] |f:1.2.3|. Procedure: To a stirred mixture of cyanogen bromide (2.2 g, 20.8 mmol) and anhydrous Na2CO3 (4.2 g, 39.6 mmol) in dry ether (30 mL) cooled between −20 and −10° C. was added (R)-tetrahydro-furan-2-yl)-methylamine (Aldrich) (2.0 g, 19.8 mmol) over 10 minutes. Stirring was continued for an additional 1.5 hours at −20 to −10° C. Then the mixture was filtered and concentrated to provide 2.21 g of the title product. MS (ESI) m/z 127 (M+H)+. Starting materials: C=O (paraformaldehyde), C12=CC=C(CC1)C2 (norbornadiene), C(=O)O (formic acid). Run in OS(=O)(=O)O (H2SO4). Product: C(=O)O.C(=O)O.C12C3CC(C(C31)O)C2 (tricyclo [2.2.1.02,6 ]heptan-5-ol bisformate). Isolated yield 84.0%. Reaction SMILES: [CH2:1]=[O:2].[C:3]12[CH2:9][C:6]([CH2:7][CH2:8]1)=[CH:5]C=2.[CH:10]([OH:12])=[O:11]>OS(O)(=O)=O>[CH:10]([OH:12])=[O:11].[CH:10]([OH:12])=[O:11].[CH:6]12[CH2:7][CH:8]3[CH:1]([OH:2])[CH:5]1[CH:9]2[CH2:3]3 |f:4.5.6|. Procedure: To a stirred solution of 39.9 g paraformaldehyde in formic acid (800 ml) and conc. H2SO4 (15 ml) under nitrogen and at 20°C was added dropwise 132 g norbornadiene while keeping the temperature between 20°-25°C. After 1.5 hr the reaction was quenched by adding to 800 ml of ice-water. Extraction with ether (3 × 750 ml), washing the organic layer with water (1 × 250 ml), brine (3 × 250 ml) and drying (Na2SO4) afforded the crude 3-hydroymethyl tricyclo [2.2.1.02,6 ]heptan-5-ol bisformate (1') as an ...